This data is from the Open Reaction Database (ORD), a public repository of structured organic reaction records. The task is: describe an organic reaction: reactants, conditions, products, and yield The reactants are ClCCCl, O=C(NCc1cc(Cl)ccc1-n1cnnn1)C1CCCN1, CC(C)(C)C(O)C(=O)O. Yields the product CC(C)(C)C(O)C(=O)N1CCCC1C(=O)NCc1cc(Cl)ccc1-n1cnnn1. RXN SMILES: [CH2:31]([Cl:32])[CH2:33][Cl:34].[Cl:1][c:2]1[cH:3][cH:4][c:5](-[n:17]2[n:18][n:19][n:20][cH:21]2)[c:6]([CH2:7][NH:8][C:9]([CH:10]2[NH:11][CH2:12][CH2:13][CH2:14]2)=[O:15])[cH:16]1.[OH:22][CH:23]([C:24](=[O:25])[OH:26])[C:27]([CH3:28])([CH3:29])[CH3:30]>>[Cl:1][c:2]1[cH:3][cH:4][c:5](-[n:17]2[n:18][n:19][n:20][cH:21]2)[c:6]([CH2:7][NH:8][C:9]([CH:10]2[N:11]([C:24]([CH:23]([OH:22])[C:27]([CH3:28])([CH3:29])[CH3:30])=[O:25])[CH2:12][CH2:13][CH2:14]2)=[O:15])[cH:16]1. Reactants: BrC1=CC=C2CC(CC2=C1)N(CCC)CCC ((6-bromo-indan-2-yl)-dipropyl-amine), CSSC (methyl disulfide), [Li]C(C)(C)C (t-BuLi), CCCCC (pentane). The yield is 75.1%. Procedure: Distilled (6-bromo-indan-2-yl)-dipropyl-amine (Example 11, 270 mg, 0.91 mmol) was dissolved in dry diethyl ether (20 mL). The solution was kept under argon and cooled to -78° C. A solution of t-BuLi in pentane 1.7M (0.7 mL, 1.20 mmol) was added and the mixture was stired at -78° C. for 1 h. Freshly distilled methyl disulfide (0.14 mL, 1.55 mmol) was added at -78° C. and the mixture was stirred at this temperature for 30 min. The reaction mixture was allowed to reach room temperature and stirred ... Product: CSC1=CC=C2CC(CC2=C1)N(CCC)CCC ((6-methylsulfanyl-indan-2-yl)-dipropyl-amine). As a reaction SMILES: Br[C:2]1[CH:10]=[C:9]2[C:5]([CH2:6][CH:7]([N:11]([CH2:15][CH2:16][CH3:17])[CH2:12][CH2:13][CH3:14])[CH2:8]2)=[CH:4][CH:3]=1.[Li]C(C)(C)C.CCCCC.[CH3:28][S:29]SC>C(OCC)C>[CH3:28][S:29][C:2]1[CH:10]=[C:9]2[C:5]([CH2:6][CH:7]([N:11]([CH2:15][CH2:16][CH3:17])[CH2:12][CH2:13][CH3:14])[CH2:8]2)=[CH:4][CH:3]=1. Run at temperature -78 celsius, time 1 hour. Run in C(C)OCC (diethyl ether). Starting materials: C(C)(=O)OCC (ethyl acetate), C([O-])([O-])=O.[K+].[K+] (potassium carbonate), N1N=CN=C1 (1,2,4-triazole), S(=O)(=O)(C1=CC=C(C)C=C1)OCCCC1CCN(CC1)C1=CC=C(C=C1)[N+](=O)[O-] (4-tosyloxypropyl-N-(4-nitrophenyl)piperidine). Run in C(C)#N (acetonitrile). Run at temperature 80 celsius, time 18 hour. Yields the product N1(N=CN=C1)CCCC1CCN(CC1)C1=CC=C(C=C1)[N+](=O)[O-] (4-[3-(1,2,4-triazol-1-yl)-propyl]-N-(4-nitrophenyl)piperidine). Reaction SMILES: S(O[CH2:12][CH2:13][CH2:14][CH:15]1[CH2:20][CH2:19][N:18]([C:21]2[CH:26]=[CH:25][C:24]([N+:27]([O-:29])=[O:28])=[CH:23][CH:22]=2)[CH2:17][CH2:16]1)(C1C=CC(C)=CC=1)(=O)=O.C(=O)([O-])[O-].[K+].[K+].[NH:36]1[CH:40]=[N:39][CH:38]=[N:37]1.C(OCC)(=O)C>C(#N)C>[N:36]1([CH2:12][CH2:13][CH2:14][CH:15]2[CH2:16][CH2:17][N:18]([C:21]3[CH:22]=[CH:23][C:24]([N+:27]([O-:29])=[O:28])=[CH:25][CH:26]=3)[CH2:19][CH2:20]2)[CH:40]=[N:39][CH:38]=[N:37]1 |f:1.2.3|. Procedure: The 4-tosyloxypropyl-N-(4-nitrophenyl)piperidine (4.19 g, 10.0 mmol) obtained in Example 11(2) was dissolved in acetonitrile (40 ml), and potassium carbonate (2.76 g, 20 mmol) and 1,2,4-triazole (1.04 g, 15.0 mmol) were added thereto, followed by stirring at 80° C. for 18 hours. After the reaction mixture was allowed to cool to room temperature, ethyl acetate was added to the reaction mixture, and the organic layer was washed with water and saturated sodium chloride, and dried over anhydrous sod... Starting materials: C(C)(=S)[O-].[K+] (Potassium thioacetate), BrC(C)C=1C=CC2=C(N(C(N=C2C2=CC(=CC=C2)Cl)=O)CC)N1 (7-(1-bromoethyl)-4-(3-chlorophenyl)-1-ethylpyrido[2,3-d]pyrimidin-2(1H)-one), C(C)(=O)OCC (ethyl acetate). The solvent is CN(C=O)C (dimethylformamide). Run at time 2 hour. Product: C(C)(=O)SC(C)C=1C=CC2=C(N(C(N=C2C2=CC(=CC=C2)Cl)=O)CC)N1 (7-(1-acetylthioethyl)-4-(3-chlorophenyl)-1-ethylpyrido[2,3-d]pyrimidin-2(1H)-one). Isolated yield 7.3%. As a reaction SMILES: [C:1]([O-:4])(=[S:3])[CH3:2].[K+].Br[CH:7]([C:9]1[CH:10]=[CH:11][C:12]2[C:17]([C:18]3[CH:23]=[CH:22][CH:21]=[C:20]([Cl:24])[CH:19]=3)=[N:16][C:15](=[O:25])[N:14]([CH2:26][CH3:27])[C:13]=2[N:28]=1)[CH3:8].C(OCC)(=O)C>CN(C)C=O>[C:1]([S:3][CH:7]([C:9]1[CH:10]=[CH:11][C:12]2[C:17]([C:18]3[CH:23]=[CH:22][CH:21]=[C:20]([Cl:24])[CH:19]=3)=[N:16][C:15](=[O:25])[N:14]([CH2:26][CH3:27])[C:13]=2[N:28]=1)[CH3:8])(=[O:4])[CH3:2] |f:0.1|. Reported procedure: Potassium thioacetate (0.54 g, 48 mmol) was added to 7-(1-bromoethyl)-4-(3-chlorophenyl)-1-ethylpyrido[2,3-d]pyrimidin-2(1H)-one (1.57 g, 40 mmol) dissolved in dimethylformamide (16 ml), followed by stirring at room temperature for 2 hours. The reaction solution was mixed with ethyl acetate, washed with water and with brine, and dried over anhydrous magnesium sulfate. The magnesium sulfate was removed by filtration and the filtrate was concentrated under reduced pressure. The residue was purifie... The reactants are C(CC(=O)OCC)(=O)OCC (diethyl malonate), [H-].[Na+] (sodium hydride), Cl.FC(CCCCCCCCCCCCCCCNC1=CC=C(C(=O)Cl)C=C1)(F)F (4-[15-(trifluoromethyl)pentadecylamino]benzoyl chloride hydrochloride). Solvent: COCCOC (1,2-dimethoxyethane), COCCOC (1,2-dimethoxyethane), COCCOC (1,2-dimethoxyethane). Product: FC(CCCCCCCCCCCCCCCNC1=CC=C(C(=O)C(C(=O)OCC)C(=O)OCC)C=C1)(F)F (Diethyl 4-[15-(trifluoromethyl)pentadecylamino]benzoylmalonate). RXN SMILES: [C:1]([O:9][CH2:10][CH3:11])(=[O:8])[CH2:2][C:3]([O:5][CH2:6][CH3:7])=[O:4].[H-].[Na+].Cl.[F:15][C:16]([F:43])([F:42])[CH2:17][CH2:18][CH2:19][CH2:20][CH2:21][CH2:22][CH2:23][CH2:24][CH2:25][CH2:26][CH2:27][CH2:28][CH2:29][CH2:30][CH2:31][NH:32][C:33]1[CH:41]=[CH:40][C:36]([C:37](Cl)=[O:38])=[CH:35][CH:34]=1>COCCOC>[F:15][C:16]([F:42])([F:43])[CH2:17][CH2:18][CH2:19][CH2:20][CH2:21][CH2:22][CH2:23][CH2:24][CH2:25][CH2:26][CH2:27][CH2:28][CH2:29][CH2:30][CH2:31][NH:32][C:33]1[CH:41]=[CH:40][C:36]([C:37]([CH:2]([C:3]([O:5][CH2:6][CH3:7])=[O:4])[C:1]([O:9][CH2:10][CH3:11])=[O:8])=[O:38])=[CH:35][CH:34]=1 |f:1.2,3.4|. Procedure: A solution of 26.6 g. of diethyl malonate and 10 ml. of 1,2-dimethoxyethane is added to a suspension of 4.0 g. of sodium hydride in 1,2-dimethoxyethane under argon. A solution of 17.3 g. of 4-[15-(trifluoromethyl)pentadecylamino]benzoyl chloride hydrochloride in 1,2-dimethoxyethane is then dded. The reaction mixture is refluxed for 4.5 hours, cooled, poured on ice, acidified, and extracted with ether. The ether solution is washed with water and saturated sodium chloride solution, dried over anhy... The reactants are COc1ccc(-c2nnn(C)n2)cc1CBr, CN(C)C=O, [H-], [Na+], CC(C)(C)OC(=O)N1CCC(CO)(c2ccccc2)CC1. Yields the product COc1ccc(-c2nnn(C)n2)cc1COCC1(c2ccccc2)CCN(C(=O)OC(C)(C)C)CC1. As a reaction SMILES: [Br:1][CH2:2][c:3]1[cH:4][c:5](-[c:11]2[n:12][n:13][n:14]([CH3:16])[n:15]2)[cH:6][cH:7][c:8]1[O:9][CH3:10].[CH3:40][N:41]([CH3:42])[CH:43]=[O:44].[H-:38].[Na+:39].[OH:17][CH2:18][C:19]1([c:32]2[cH:33][cH:34][cH:35][cH:36][cH:37]2)[CH2:20][CH2:21][N:22]([C:25](=[O:26])[O:27][C:28]([CH3:29])([CH3:30])[CH3:31])[CH2:23][CH2:24]1>>[CH2:2]([c:3]1[cH:4][c:5](-[c:11]2[n:12][n:13][n:14]([CH3:16])[n:15]2)[cH:6][cH:7][c:8]1[O:9][CH3:10])[O:17][CH2:18][C:19]1([c:32]2[cH:33][cH:34][cH:35][cH:36][cH:37]2)[CH2:20][CH2:21][N:22]([C:25](=[O:26])[O:27][C:28]([CH3:29])([CH3:30])[CH3:31])[CH2:23][CH2:24]1. The reactants are COC1=CC=C(C=C1)C(C(=O)OCC)CSC1=CC(=CC=C1)OC (ethyl 2-(4-methoxyphenyl)-3-(3-methoxyphenylthio)propionate), Cl (HCl). Solvent: CC(=O)C (acetone). Product: COC1=CC=C(C=C1)C(C(=O)O)CSC1=CC(=CC=C1)OC (2-(4-methoxyphenyl)-3-(3-methoxyphenylthio)propionic acid). Isolated yield 91.4%. As a reaction SMILES: [CH3:1][O:2][C:3]1[CH:8]=[CH:7][C:6]([CH:9]([CH2:15][S:16][C:17]2[CH:22]=[CH:21][CH:20]=[C:19]([O:23][CH3:24])[CH:18]=2)[C:10]([O:12]CC)=[O:11])=[CH:5][CH:4]=1.Cl>CC(C)=O>[CH3:1][O:2][C:3]1[CH:8]=[CH:7][C:6]([CH:9]([CH2:15][S:16][C:17]2[CH:22]=[CH:21][CH:20]=[C:19]([O:23][CH3:24])[CH:18]=2)[C:10]([OH:12])=[O:11])=[CH:5][CH:4]=1. Reported procedure: To acetone solution(300 ml) of ethyl 2-(4-methoxyphenyl)-3-(3-methoxyphenylthio)propionate (3) (30.2 g, 87.3 mmol) obtained above was added aqueous 6N--HCl solution (200 ml) and then heated under refluxing for 60 hours. The reaction solution was extracted with ether, and the organic layer was alkalized with aqueous 20% NaOH solution. Then the aqueous layer was separated, acidified with 20% HCl solution and extracted with ether. The ether layer was washed with saturated saline, dried over anhydro...